From a dataset of the Open Reaction Database (ORD), a public repository of structured organic reaction records. describe an organic reaction: reactants, conditions, products, and yield Starting materials: BrB(Br)Br, COc1cnc2[nH]ccc2c1, CCOC(C)=O, C1CCOC1, O. Product: Oc1cnc2[nH]ccc2c1. As a reaction SMILES: [B:12]([Br:13])([Br:14])[Br:15].[CH3:1][O:2][c:3]1[cH:4][c:5]2[c:6]([n:7][cH:8]1)[nH:9][cH:10][cH:11]2.[CH3:21][CH2:22][O:23][C:24](=[O:25])[CH3:26].[O:16]1[CH2:17][CH2:18][CH2:19][CH2:20]1.[OH2:27]>>[OH:2][c:3]1[cH:4][c:5]2[c:6]([n:7][cH:8]1)[nH:9][cH:10][cH:11]2. Starting materials: C1(CCCCC1)C[C@H]1[C@@H](N=C(O1)C=1OC2=C(C1C)C(=CC=C2)OCCCN(CC=2C=NC=CC2)C(=O)OC(C)(C)C)C(=O)N2CCN(CC2)C ([5-Cyclohexylmethyl-2-(3-methyl-4-{3-[tert-butoxycarbonyl-(pyridin-3-ylmethyl)-amino]-propoxy}-benzofuran-2-yl)-trans-4,5-dihydro-oxazol-4-yl]-(4-methyl-piperazin-1-yl)-methanone), C([O-])(O)=O.[Na+] (sodium bicarbonate). Run in FC(C(=O)O)(F)F (trifluoroacetic acid), ClCCl (dichloromethane). Conditions: time 45 minute. Yields the product C1(CCCCC1)C[C@H]1[C@@H](N=C(O1)C=1OC2=C(C1C)C(=CC=C2)OCCCNCC=2C=NC=CC2)C(=O)N2CCN(CC2)C ([5-Cyclohexylmethyl-2-(3-methyl-4-{3-[(pyridin-3-ylmethyl)-amino]-propoxy}-benzofuran-2-yl)-trans-4,5-dihydro-oxazol-4-yl]-(4-methyl-piperazin-1-yl)-methanone). Isolated yield 75.7%. Reaction SMILES: [CH:1]1([CH2:7][C@@H:8]2[O:12][C:11]([C:13]3[O:14][C:15]4[CH:22]=[CH:21][CH:20]=[C:19]([O:23][CH2:24][CH2:25][CH2:26][N:27](C(OC(C)(C)C)=O)[CH2:28][C:29]5[CH:30]=[N:31][CH:32]=[CH:33][CH:34]=5)[C:16]=4[C:17]=3[CH3:18])=[N:10][C@H:9]2[C:42]([N:44]2[CH2:49][CH2:48][N:47]([CH3:50])[CH2:46][CH2:45]2)=[O:43])[CH2:6][CH2:5][CH2:4][CH2:3][CH2:2]1.C(=O)(O)[O-].[Na+]>FC(F)(F)C(O)=O.ClCCl>[CH:1]1([CH2:7][C@@H:8]2[O:12][C:11]([C:13]3[O:14][C:15]4[CH:22]=[CH:21][CH:20]=[C:19]([O:23][CH2:24][CH2:25][CH2:26][NH:27][CH2:28][C:29]5[CH:30]=[N:31][CH:32]=[CH:33][CH:34]=5)[C:16]=4[C:17]=3[CH3:18])=[N:10][C@H:9]2[C:42]([N:44]2[CH2:49][CH2:48][N:47]([CH3:50])[CH2:46][CH2:45]2)=[O:43])[CH2:6][CH2:5][CH2:4][CH2:3][CH2:2]1 |f:1.2|. Procedure details: dl-[5-Cyclohexylmethyl-2-(3-methyl-4-{3-[tert-butoxycarbonyl-(pyridin-3-ylmethyl)-amino]-propoxy}-benzofuran-2-yl)-trans-4,5-dihydro-oxazol-4-yl]-(4-methyl-piperazin-1-yl)-methanone (11.9 mg) was dissolved in 1:1 mixture of trifluoroacetic acid and dichloromethane (1 ml) and was allowed to stand at room temperature for 45 minutes. The resulted solution was poured into saturated aqueous sodium bicarbonate and extracted with dichloromethane. The organic layer was dried over magnesium sulfate and f... The reactants are CC(=O)OC(C)=O, CO, COc1ccc2c(c1)sc1nc(N)nc(=Nc3ccccc3)n12, c1ccncc1. Yields the product COc1ccc2c(c1)sc1nc(NC(C)=O)nc(=Nc3ccccc3)n12. Reaction SMILES: [CH3:24][C:25](=[O:26])[O:27][C:28](=[O:29])[CH3:30].[CH3:31][OH:32].[NH2:1][c:2]1[n:3][c:4]2[s:5][c:6]3[c:7]([n:8]2[c:9](=[N:11][c:12]2[cH:13][cH:14][cH:15][cH:16][cH:17]2)[n:10]1)[cH:18][cH:19][c:20]([O:22][CH3:23])[cH:21]3.[cH:33]1[cH:34][cH:35][n:36][cH:37][cH:38]1>>[NH:1]([c:2]1[n:3][c:4]2[s:5][c:6]3[c:7]([n:8]2[c:9](=[N:11][c:12]2[cH:13][cH:14][cH:15][cH:16][cH:17]2)[n:10]1)[cH:18][cH:19][c:20]([O:22][CH3:23])[cH:21]3)[C:25]([CH3:24])=[O:26].